This data is from the Open Reaction Database (ORD), a public repository of structured organic reaction records. The task is: describe an organic reaction: reactants, conditions, products, and yield The reactants are COCOCCc1ccc(OCc2ccccc2)c(C(N)=O)c1, CO, Cl, O. The product is NC(=O)c1cc(CCO)ccc1OCc1ccccc1. RXN SMILES: [CH2:1]([c:2]1[cH:3][cH:4][cH:5][cH:6][cH:7]1)[O:8][c:9]1[c:10]([C:11](=[O:12])[NH2:13])[cH:14][c:15]([CH2:18][CH2:19][O:20][CH2:21][O:22][CH3:23])[cH:16][cH:17]1.[CH3:26][OH:27].[ClH:24].[OH2:25]>>[CH2:1]([c:2]1[cH:3][cH:4][cH:5][cH:6][cH:7]1)[O:8][c:9]1[c:10]([C:11](=[O:12])[NH2:13])[cH:14][c:15]([CH2:18][CH2:19][OH:20])[cH:16][cH:17]1. The reactants are C(CCCCC)OC1=C(C=C(C=C1)I)OCCCCCC (1,2-bishexyloxy-4-iodobenzene). Reagents/catalysts: [Pd] (Pd/C), [Zn] (zinc). The solvent is O.CC(=O)C (water acetone). Run at temperature 50 celsius, time 24 hour. Yields the product C(CCCCC)OC=1C=C(C=CC1OCCCCCC)C1=CC(=C(C=C1)OCCCCCC)OCCCCCC (3,4,3′,4′-tetrakishexyloxybiphenyl). Isolated yield 89.6%. Reaction SMILES: [CH2:1]([O:7][C:8]1[CH:13]=[CH:12][C:11](I)=[CH:10][C:9]=1[O:15][CH2:16][CH2:17][CH2:18][CH2:19][CH2:20][CH3:21])[CH2:2][CH2:3][CH2:4][CH2:5][CH3:6]>[Pd].[Zn].O.CC(C)=O>[CH2:16]([O:15][C:9]1[CH:10]=[C:11]([C:11]2[CH:12]=[CH:13][C:8]([O:7][CH2:1][CH2:2][CH2:3][CH2:4][CH2:5][CH3:6])=[C:9]([O:15][CH2:16][CH2:17][CH2:18][CH2:19][CH2:20][CH3:21])[CH:10]=2)[CH:12]=[CH:13][C:8]=1[O:7][CH2:1][CH2:2][CH2:3][CH2:4][CH2:5][CH3:6])[CH2:17][CH2:18][CH2:19][CH2:20][CH3:21] |f:3.4|. Reported procedure: A mixture of 1200 mL of distilled water/acetone (1/1), 194 g of Pd/C (Pd: 10%), 194 g of zinc powder, and 200 g (495 mmol) of 1,2-bishexyloxy-4-iodobenzene was stirred at 50° C. for 24 hours. The resulting reaction mixture was filtered with a glass filter and extracted with chloroform. The organic phase was washed with distilled water and dried over MgSO4. Then, the solvent was evaporated and 123 g of a yellow solid was obtained. The yellow solid was recrystallized from ethanol and 58.5 g of a w... Starting materials: N1=CC=CC=2CCC=CC12 (5,6-dihydroquinoline), Cl.CNO (N-methylhydroxylamine hydrochloride), C([O-])(O)=O.[Na+] (sodium bicarbonate), 2h. Run in CO (methanol). Product: OCNC1CCC=2C=CC=NC2C1 (5,6,7,8-Tetrahydro-7--(N-hydroxymethylamino)quinoline). Reaction SMILES: [N:1]1[C:10]2[CH:9]=[CH:8][CH2:7][CH2:6][C:5]=2[CH:4]=[CH:3][CH:2]=1.Cl.[CH3:12][NH:13]O.C(=O)(O)[O-:16].[Na+]>CO>[OH:16][CH2:12][NH:13][CH:8]1[CH2:9][C:10]2[N:1]=[CH:2][CH:3]=[CH:4][C:5]=2[CH2:6][CH2:7]1 |f:1.2,3.4|. Procedure details: A solution of 5,6-dihydroquinoline (9.17g, 0.07 mmol) in methanol (10 ml) at 0° was treated portionwise with N-methylhydroxylamine hydrochloride (11.5 g, 0.138 mmol), stirred for 2h, poured into saturated aqueous sodium bicarbonate (250 ml), and extracted with chloroform (3 x 150 ml). The extracts were washed with water (50 ml), dried (MgSO4), and evaporated in vacuo. The residual brown liquid was purified by chromatography (alumina; ether) to give the product (6.45 g) as a colorless oil, which ... Reactants: C(C)OC(CC1=C(N(C2=CC=C(C=C12)OC)CC1=C(C=CC=C1)C1=CC=CC=C1)C)=O (1-([1,1'-biphenyl]-2-ylmethyl)-5-methoxy-2-methyl-1H-indole-3-acetic acid ethyl ester), NN (hydrazine), C1(=C(C=CC=C1)CN1C(=C(C2=CC(=CC=C12)OC)CC(=O)N)C)C1=CC=CC=C1 (1-([1,1'-Biphenyl]-2-ylmethyl)-5-methoxy-2-methyl-1H-indole-3-acetamide), O (water). Run in C(C)O (ethanol). Product: C1(=C(C=CC=C1)CN1C(=C(C2=CC(=CC=C12)OC)CC(=O)NN)C)C1=CC=CC=C1 (1-([1,1'-biphenyl]-2-ylmethyl)-5-methoxy-2-methyl-1H-indole-3-acetic acid hydrazide). As a reaction SMILES: [C:1]1([C:24]2[CH:29]=[CH:28][CH:27]=[CH:26][CH:25]=2)[CH:6]=[CH:5][CH:4]=[CH:3][C:2]=1[CH2:7][N:8]1[C:16]2[C:11](=[CH:12][C:13]([O:17][CH3:18])=[CH:14][CH:15]=2)[C:10]([CH2:19][C:20]([NH2:22])=[O:21])=[C:9]1[CH3:23].C(OC(=O)CC1C2C(=CC=C(OC)C=2)[N:37](CC2C=CC=CC=2C2C=CC=CC=2)C=1C)C.NN.O>C(O)C>[C:1]1([C:24]2[CH:29]=[CH:28][CH:27]=[CH:26][CH:25]=2)[CH:6]=[CH:5][CH:4]=[CH:3][C:2]=1[CH2:7][N:8]1[C:16]2[C:11](=[CH:12][C:13]([O:17][CH3:18])=[CH:14][CH:15]=2)[C:10]([CH2:19][C:20]([NH:22][NH2:37])=[O:21])=[C:9]1[CH3:23]. Reported procedure: 1-([1,1'-Biphenyl]-2-ylmethyl)-5-methoxy-2-methyl-1H-indole-3-acetamide. A mixture of 1.18 g (2.86 mmol) of 1-([1,1'-biphenyl]-2-ylmethyl)-5-methoxy-2-methyl-1H-indole-3-acetic acid ethyl ester and 3 mL of hydrazine in 20 mL of ethanol was heated to maintain reflux for 16 hours. After cooling, water was added and the mixture was extracted with ethyl acetate. The ethyl acetate solution was washed with brine, dried (MgSO4), and concentrated to give 1.02 g of 1-([1,1'-biphenyl]-2-ylmethyl)-5-methox... Starting materials: [BH4-], Cl, CCOC(=O)c1ncn2c1CN(C)C(=O)c1cc(F)ccc1-2, [Li+], C1CCOC1, O, O. Product: CN1Cc2c(CO)ncn2-c2ccc(F)cc2C1=O. As a reaction SMILES: [BH4-:23].[ClH:27].[F:1][c:2]1[cH:3][cH:4][c:5]2[c:6]([cH:22]1)[C:7](=[O:21])[N:8]([CH3:20])[CH2:9][c:10]1[n:11]-2[cH:12][n:13][c:14]1[C:15](=[O:16])[O:17][CH2:18][CH3:19].[Li+:24].[O:28]1[CH2:29][CH2:30][CH2:31][CH2:32]1.[OH2:25].[OH2:26]>>[F:1][c:2]1[cH:3][cH:4][c:5]2[c:6]([cH:22]1)[C:7](=[O:21])[N:8]([CH3:20])[CH2:9][c:10]1[n:11]-2[cH:12][n:13][c:14]1[CH2:15][OH:16].